Dataset: the Open Reaction Database (ORD), a public repository of structured organic reaction records. Task: describe an organic reaction: reactants, conditions, products, and yield Reactants: ClC=1C=C(OCC(=O)OCC2=CC=CC=C2)C=CC1CCN[C@H]([C@@H](C1=CC=C(C=C1)O)O)C (benzyl 2-[3-chloro-4-[2-[[(1S,2R)-2-hydroxy-2-(4-hydroxyphenyl)-1-methylethyl]amino]ethyl]phenoxy]-acetate), C(C)OC(C)=O.Cl (hydrogen chloride ethyl acetate). Run in C(C)(=O)OCC (ethyl acetate). The product is Cl.ClC=1C=C(OCC(=O)OCC2=CC=CC=C2)C=CC1CCN[C@H]([C@@H](C1=CC=C(C=C1)O)O)C (benzyl 2-[3-chloro-4-[2-[[(1S,2R)-2-hydroxy-2-(4-hydroxyphenyl)-1-methylethyl]amino]ethyl]-phenoxy]acetate hydrochloride). Yield: 187.0%. As a reaction SMILES: [Cl:1][C:2]1[CH:3]=[C:4]([CH:17]=[CH:18][C:19]=1[CH2:20][CH2:21][NH:22][C@@H:23]([CH3:33])[C@H:24]([OH:32])[C:25]1[CH:30]=[CH:29][C:28]([OH:31])=[CH:27][CH:26]=1)[O:5][CH2:6][C:7]([O:9][CH2:10][C:11]1[CH:16]=[CH:15][CH:14]=[CH:13][CH:12]=1)=[O:8].C(OC(=O)C)C.Cl>C(OCC)(=O)C>[ClH:1].[Cl:1][C:2]1[CH:3]=[C:4]([CH:17]=[CH:18][C:19]=1[CH2:20][CH2:21][NH:22][C@@H:23]([CH3:33])[C@H:24]([OH:32])[C:25]1[CH:30]=[CH:29][C:28]([OH:31])=[CH:27][CH:26]=1)[O:5][CH2:6][C:7]([O:9][CH2:10][C:11]1[CH:12]=[CH:13][CH:14]=[CH:15][CH:16]=1)=[O:8] |f:1.2,4.5|. Procedure details: To a stirred solution of benzyl 2-[3-chloro-4-[2-[[(1S,2R)-2-hydroxy-2-(4-hydroxyphenyl)-1-methylethyl]amino]ethyl]phenoxy]-acetate (136 mg) in ethyl acetate (2.0 ml) was added 4N hydrogen chloride ethyl acetate solution (161 μl) under ice-cooling, and the mixture was vigorously stirred for an hour at room temperature. Collection of the resulting precipitates by filtration gave benzyl 2-[3-chloro-4-[2-[[(1S,2R)-2-hydroxy-2-(4-hydroxyphenyl)-1-methylethyl]amino]ethyl]-phenoxy]acetate hydrochlorid... Product: FC(F)(F)c1ccc(Nc2ncnc3c2CCN(c2ccccc2)C3)cc1. Starting materials: Brc1ccccc1, O=C([O-])[O-], [Cs+], [Cs+], FC(F)(F)c1ccc(Nc2ncnc3c2CCNC3)cc1, C1COCCO1. RXN SMILES: [Br:1][c:2]1[cH:3][cH:4][cH:5][cH:6][cH:7]1.[C:8](=[O:9])([O-:10])[O-:11].[Cs+:12].[Cs+:13].[F:14][C:15]([c:16]1[cH:17][cH:18][c:19]([NH:22][c:23]2[c:24]3[c:25]([n:26][cH:27][n:28]2)[CH2:29][NH:30][CH2:31][CH2:32]3)[cH:20][cH:21]1)([F:33])[F:34].[O:35]1[CH2:36][CH2:37][O:38][CH2:39][CH2:40]1>>[c:2]1([N:30]2[CH2:29][c:25]3[c:24]([c:23]([NH:22][c:19]4[cH:18][cH:17][c:16]([C:15]([F:14])([F:33])[F:34])[cH:21][cH:20]4)[n:28][cH:27][n:26]3)[CH2:32][CH2:31]2)[cH:3][cH:4][cH:5][cH:6][cH:7]1. Starting materials: C(C)(=O)C(CC(=O)O)C(C)=O (3,3-diacetyl-propionic acid), C1=CC(=CC=C1NN)Cl.OS(=O)(=O)O (p-chlorophenylhydrazine-sulfate), C(C)(=O)[O-].[Na+] (sodium acetate). The solvent is C(C)(=O)O (acetic acid). Conditions: temperature 60 celsius. Product: CC1=NN(C(=C1CC(=O)O)C)C1=CC=C(C=C1)Cl (3,5-dimethyl-1-(p-chlorophenyl)-pyrazol-4-acetic acid). Isolated yield 102.0%. As a reaction SMILES: [C:1]([CH:4]([C:9](=O)[CH3:10])[CH2:5][C:6]([OH:8])=[O:7])(=O)[CH3:2].[CH:12]1[C:17]([NH:18][NH2:19])=[CH:16][CH:15]=[C:14]([Cl:20])[CH:13]=1.OS(O)(=O)=O.C([O-])(=O)C.[Na+]>C(O)(=O)C>[CH3:2][C:1]1[C:4]([CH2:5][C:6]([OH:8])=[O:7])=[C:9]([CH3:10])[N:18]([C:17]2[CH:16]=[CH:15][C:14]([Cl:20])=[CH:13][CH:12]=2)[N:19]=1 |f:1.2,3.4|. Procedure details: 4.0 grams 3,3-diacetyl-propionic acid, 4.9 grams p-chlorophenylhydrazine-sulfate, 2.1 grams anhydrous sodium acetate and 30 milliliters glacial acetic acid were mixed and the mixture was heated to 60° C. for 3 hours. The reaction mixture was evaporated and water was added to the residue. The precipitate formed thereby was separated by filtration and recrystallized from a mixture of ethanol and of water. 5.5 grams 3,5-dimethyl-1-(p-chlorophenyl)-pyrazol-4-acetic acid, melting at 176°-177° C., wer... Starting materials: C(C)(C)(C)OC(=O)N1C(CCCC1)C1=NOC(=N1)C1=CC(=CC(=C1)OC)C#N (2-[5-(3-cyano-5-methoxy-phenyl)-[1,2,4]oxadiazol-3-yl]-piperidine-1-carboxylic acid tert-butyl ester), FC(C(=O)O)(F)F (trifluoroacetic acid). The solvent is ClCCl (dichloromethane). The product is COC=1C=C(C#N)C=C(C1)C1=NC(=NO1)C1N(CCCC1)CC1=NC=CC=C1 (3-Methoxy-5-[3-(1-pyridin-2-ylmethyl-piperidin-2-yl)-[1,2,4]oxadiazol-5-yl]-benzonitrile). RXN SMILES: C(O[C:6]([N:8]1[CH2:13][CH2:12][CH2:11][CH2:10][CH:9]1[C:14]1[N:18]=[C:17]([C:19]2[CH:24]=[C:23]([O:25][CH3:26])[CH:22]=[C:21]([C:27]#[N:28])[CH:20]=2)[O:16][N:15]=1)=O)(C)(C)C.F[C:30](F)(F)[C:31](O)=O>ClCCl>[CH3:26][O:25][C:23]1[CH:22]=[C:21]([CH:20]=[C:19]([C:17]2[O:16][N:15]=[C:14]([CH:9]3[CH2:10][CH2:11][CH2:12][CH2:13][N:8]3[CH2:6][C:31]3[CH:30]=[CH:11][CH:10]=[CH:9][N:8]=3)[N:18]=2)[CH:24]=1)[C:27]#[N:28]. Procedure details: To a solution of 2-[5-(3-cyano-5-methoxy-phenyl)-[1,2,4]oxadiazol-3-yl]-piperidine-1-carboxylic acid tert-butyl ester (162 mg, 0.42 mmol) in dichloromethane (4 mL) cooling in an ice-bath was added trifluoroacetic acid (2 mL). The ice-bath was removed after 30 min. and then left stirring for an additional hour. After the solvent was removed in vacuo, the residue was dissolved in ethyl acetate and then washed with saturated sodium bicarbonate, dried over anhydrous sodium sulfate, filtered and conc...